Dataset: the Open Reaction Database (ORD), a public repository of structured organic reaction records. Task: describe an organic reaction: reactants, conditions, products, and yield The reactants are FC1=CC(=C(C=C1)C(C)=O)O (1-(4-fluoro-2-hydroxy-phenyl)-ethanone), O.[O-2].[O-2].[O-2].O=[Si]=O.O=[Si]=O.O=[Si]=O.O=[Si]=O.[Al+3].[Al+3] (montmorillonite K10), BrBr (bromine). Reagents/catalysts: [Al+3].[Cl-].[Cl-].[Cl-] (AlCl3). The solvent is CCOC(=O)C (EtOAc), CCOC(=O)C (EtOAc). Run at time 30 minute. Product: BrCC(=O)C1=C(C=C(C=C1)F)O (2-Bromo-1-(4-fluoro-2-hydroxy-phenyl)-ethanone). RXN SMILES: [F:1][C:2]1[CH:7]=[CH:6][C:5]([C:8](=[O:10])[CH3:9])=[C:4]([OH:11])[CH:3]=1.O.[O-2].[O-2].[O-2].O=[Si]=O.O=[Si]=O.O=[Si]=O.O=[Si]=O.[Al+3].[Al+3].[Br:30]Br>CCOC(C)=O.[Al+3].[Cl-].[Cl-].[Cl-]>[Br:30][CH2:9][C:8]([C:5]1[CH:6]=[CH:7][C:2]([F:1])=[CH:3][C:4]=1[OH:11])=[O:10] |f:1.2.3.4.5.6.7.8.9.10,13.14.15.16|. Procedure details: A solution of 1-(4-fluoro-2-hydroxy-phenyl)-ethanone (15.4 g, Aldrich) in EtOAc (100 mL) was treated with AlCl3 (133 mg), stirred at r.t. for 30 min, treated with montmorillonite K10 (2.5 g) stirred an additional 30 min then treated with a solution of bromine (7.05 mL) in EtOAc (100 mL) (added dropwise via addition funnel over 1.5 h). The reaction was stirred at r.t. for 1 h, cooled in a an ice bath and quenched with water added dropwise. The mixture was diluted with EtOAc, filtered through celi... Reactants: NC1=NC=CC=C1 (2-aminopyridine), ClCC(C)=O (chloroacetone). Solvent: C(C)O (ethanol). Conditions: temperature 100 celsius, time 5 hour. The product is CC=1N=C2N(C=CC=C2)C1 (2-Methylimidazo[1,2-a]pyridine). RXN SMILES: [NH2:1][C:2]1[CH:7]=[CH:6][CH:5]=[CH:4][N:3]=1.Cl[CH2:9][C:10](=O)[CH3:11]>C(O)C>[CH3:11][C:10]1[N:1]=[C:2]2[CH:7]=[CH:6][CH:5]=[CH:4][N:3]2[CH:9]=1. Reported procedure: A mixture of 2-aminopyridine (9.4 g), chloroacetone (9.5 ml), and ethanol (25 ml) was heated and stirred for 5 hours on an oil bath at 100° C. After that, the reaction solution was concentrated under reduced pressure, and extracted with ethyl acetate-aqueous potassium carbonate solution. The organic layer was washed with saturated aqueous sodium chloride solution, dried over anhydrous magnesium sulfate, and then concentrated under reduced pressure. The residue was subjected to a column chromatog... Starting materials: CCO, O=Cc1ccccc1, NCCCP(c1ccccc1)c1ccccc1. Reaction SMILES: [CH3:26][CH2:27][OH:28].[CH:18](=[O:19])[c:20]1[cH:21][cH:22][cH:23][cH:24][cH:25]1.[c:1]1([P:7]([CH2:8][CH2:9][CH2:10][NH2:11])[c:12]2[cH:13][cH:14][cH:15][cH:16][cH:17]2)[cH:2][cH:3][cH:4][cH:5][cH:6]1>>[c:1]1([P:7]([CH2:8][CH2:9][CH2:10][N:11]=[CH:18][c:20]2[cH:21][cH:22][cH:23][cH:24][cH:25]2)[c:12]2[cH:13][cH:14][cH:15][cH:16][cH:17]2)[cH:2][cH:3][cH:4][cH:5][cH:6]1. The product is C(=NCCCP(c1ccccc1)c1ccccc1)c1ccccc1. Reactants: COC(=O)C1N(CC(C1)N)CC1=CC=CC=C1 (4-amino-1-benzyl-pyrrolidine-2-carboxylic acid methyl ester), C(C1=CC=CC=C1)=O (benzaldehyde), [O-]S(=O)(=O)[O-].[Mg+2] (MgSO4), CC(=O)O (AcOH), [BH3-]C#N.[Na+] (NaBH3CN). Run in C(Cl)Cl (DCM), C(Cl)Cl (DCM). Reaction conditions: time 8 hour. The product is COC(=O)C1N(CC(C1)N(CC1=CC=CC=C1)C(=O)OC(C)(C)C)CC1=CC=CC=C1 (1-benzyl-4-[tert-butoxycarbonyl-(benzyl)-amino]-pyrrolidine-2-carboxylic acid methyl ester). RXN SMILES: [CH3:1][O:2][C:3]([CH:5]1[CH2:9][CH:8]([NH2:10])[CH2:7][N:6]1[CH2:11][C:12]1[CH:17]=[CH:16][CH:15]=[CH:14][CH:13]=1)=[O:4].[CH:18](=O)[C:19]1[CH:24]=[CH:23][CH:22]=[CH:21][CH:20]=1.[O-]S([O-])(=O)=O.[Mg+2].[BH3-]C#N.[Na+].C[C:37]([OH:39])=[O:38]>C(Cl)Cl>[CH3:1][O:2][C:3]([CH:5]1[CH2:9][CH:8]([N:10]([C:37]([O:39][C:12]([CH3:17])([CH3:13])[CH3:11])=[O:38])[CH2:18][C:19]2[CH:24]=[CH:23][CH:22]=[CH:21][CH:20]=2)[CH2:7][N:6]1[CH2:11][C:12]1[CH:17]=[CH:16][CH:15]=[CH:14][CH:13]=1)=[O:4] |f:2.3,4.5|. Procedure details: To a solution of (10) and a benzaldehyde (unsubstituted or substituted by R1) in DCM are added MgSO4, AcOH, and then NaBH3CN. The reaction mixture is stirred overnight, and then diluted with DCM. The organic solution is washed with NaHCO3, dried and concentrated. The residue is dissolved in water, treated with (Boc)2O, and then stirred overnight. The reaction mixture is extracted with DCM, dried, and concentrated to give product 1-benzyl-4-[tert-butoxycarbonyl-(benzyl)-amino]-pyrrolidine-2-carbo... Reactants: Cc1cc(C)c(C=C2C(=O)N(CO)c3ccccc32)[nH]1, COP(=O)(Cl)OCc1ccccc1. Product: COP(=O)(OCc1ccccc1)OCN1C(=O)C(=Cc2[nH]c(C)cc2C)c2ccccc21. As a reaction SMILES: [CH3:1][c:2]1[c:3]([CH:8]=[C:9]2[C:10](=[O:20])[N:11]([CH2:18][OH:19])[c:12]3[cH:13][cH:14][cH:15][cH:16][c:17]32)[nH:4][c:5]([CH3:7])[cH:6]1.[P:21]([O:22][CH2:23][c:24]1[cH:25][cH:26][cH:27][cH:28][cH:29]1)([O:30][CH3:31])(=[O:32])[Cl:33]>>[CH3:1][c:2]1[c:3]([CH:8]=[C:9]2[C:10](=[O:20])[N:11]([CH2:18][O:19][P:21]([O:22][CH2:23][c:24]3[cH:25][cH:26][cH:27][cH:28][cH:29]3)([O:30][CH3:31])=[O:32])[c:12]3[cH:13][cH:14][cH:15][cH:16][c:17]32)[nH:4][c:5]([CH3:7])[cH:6]1. The reactants are C(C1=CC=CC=C1)OC1=C(NC=C(C1=O)C(C(F)(F)F)O)C (3-benzyloxy-2-methyl-5-(2,2,2-trifluoro-1-hydroxy-ethyl)-1H-pyridin-4-one). The reagents and catalysts are [Pd] (Pd/C). Solvent: CO (methanol), CO (methanol). Run at time 20 minute. Product: OC1=C(NC=C(C1=O)C(C(F)(F)F)O)C (3-hydroxy-2-methyl-5-(2,2,2-trifluoro-1-hydroxy-ethyl)-1H-pyridin-4-one). Yield: 83.0%. RXN SMILES: C([O:8][C:9]1[C:14](=[O:15])[C:13]([CH:16]([OH:21])[C:17]([F:20])([F:19])[F:18])=[CH:12][NH:11][C:10]=1[CH3:22])C1C=CC=CC=1>CO.[Pd]>[OH:8][C:9]1[C:14](=[O:15])[C:13]([CH:16]([OH:21])[C:17]([F:20])([F:18])[F:19])=[CH:12][NH:11][C:10]=1[CH3:22]. Procedure: A mixture of 3-benzyloxy-2-methyl-5-(2,2,2-trifluoro-1-hydroxy-ethyl)-1H-pyridin-4-one (1.00 g, 3.19 mmol) and methanol (30 mL) was sonicated to give a clear solution. Pd/C (10 wt %, dry basis, on activated carbon, wet, Degussa type E101 NE/W, 0.158 g) was added. The debenzylation reaction was conducted under a hydrogen atmosphere pressurized to 50 psi. The reaction was completed in 20 min. The reaction mixture was diluted with methanol (30 mL), sonicated for 10 min. A CELITE™ bed was prepared o... Reactants: C1N(CC2C1CNC2)C=2C=CC=1N(N2)C(=NN1)C(F)(F)F (6-(hexahydropyrrolo[3,4-c]pyrrol-2(1H)-yl)-3-(trifluoromethyl)-[1,2,4]triazolo[4,3-b]pyridazine), N1=CC(=CC=C1)C=O (pyridine-3-carbaldehyde). Yields the product N1=CC(=CC=C1)CN1CC2CN(CC2C1)C=1C=CC=2N(N1)C(=NN2)C(F)(F)F (6-[2-(pyridin-3-ylmethyl)-1,3,3a,4,6,6a-hexahydropyrrolo[3,4-c]pyrrol-5-yl]-3-(trifluoromethyl)-[1,2,4]triazolo[4,3-b]pyridazine). As a reaction SMILES: [CH2:1]1[CH:5]2[CH2:6][NH:7][CH2:8][CH:4]2[CH2:3][N:2]1[C:9]1[CH:10]=[CH:11][C:12]2[N:13]([C:15]([C:18]([F:21])([F:20])[F:19])=[N:16][N:17]=2)[N:14]=1.[N:22]1[CH:27]=[CH:26][CH:25]=[C:24]([CH:28]=O)[CH:23]=1>>[N:22]1[CH:27]=[CH:26][CH:25]=[C:24]([CH2:28][N:7]2[CH2:8][CH:4]3[CH:5]([CH2:1][N:2]([C:9]4[CH:10]=[CH:11][C:12]5[N:13]([C:15]([C:18]([F:20])([F:21])[F:19])=[N:16][N:17]=5)[N:14]=4)[CH2:3]3)[CH2:6]2)[CH:23]=1. Reported procedure: Reductive amination of 6-(hexahydropyrrolo[3,4-c]pyrrol-2(1H)-yl)-3-(trifluoromethyl)-[1,2,4]triazolo[4,3-b]pyridazine with pyridine-3-carbaldehyde was carried out according to General Synthetic Method 10. The crude product was purified by hplc using a Waters XBridge Prep C18 OBD column, 5μ silica, 30 mm diameter, 100 mm length eluted with decreasingly polar mixtures of water (containing 0.1% aqueous ammonia) and acetonitrile as eluents to give 6-[2-(pyridin-3-ylmethyl)-1,3,3a,4,6,6a-hexahydropy... Reactants: BrCc1ccccc1, COC(=O)c1cc(C)cc(C)c1NS(=O)(=O)c1ccc(F)cc1, [H-], [Na+], CN(C)C=O, O. The product is COC(=O)c1cc(C)cc(C)c1N(Cc1ccccc1)S(=O)(=O)c1ccc(F)cc1. RXN SMILES: [Br:26][CH2:27][c:28]1[cH:29][cH:30][cH:31][cH:32][cH:33]1.[CH3:1][O:2][C:3]([c:4]1[c:5]([NH:12][S:13](=[O:14])(=[O:15])[c:16]2[cH:17][cH:18][c:19]([F:22])[cH:20][cH:21]2)[c:6]([CH3:11])[cH:7][c:8]([CH3:10])[cH:9]1)=[O:23].[H-:24].[Na+:25].[O:35]=[CH:36][N:37]([CH3:38])[CH3:39].[OH2:34]>>[CH3:1][O:2][C:3]([c:4]1[c:5]([N:12]([S:13](=[O:14])(=[O:15])[c:16]2[cH:17][cH:18][c:19]([F:22])[cH:20][cH:21]2)[CH2:27][c:28]2[cH:29][cH:30][cH:31][cH:32][cH:33]2)[c:6]([CH3:11])[cH:7][c:8]([CH3:10])[cH:9]1)=[O:23]. Reactants: C1CCOC1, C[S-], Clc1cc(Cl)ncn1, [Na+]. The product is CSc1cc(Cl)ncn1. Reaction SMILES: [CH2:12]1[O:13][CH2:14][CH2:15][CH2:16]1.[CH3:9][S-:10].[Cl:1][c:2]1[n:3][cH:4][n:5][c:6]([Cl:8])[cH:7]1.[Na+:11]>>[Cl:1][c:2]1[n:3][cH:4][n:5][c:6]([S:10][CH3:9])[cH:7]1.